From a dataset of the Open Reaction Database (ORD), a public repository of structured organic reaction records. describe an organic reaction: reactants, conditions, products, and yield The reactants are C1COCCO1, CO, COc1nc2c(N)nc(OCCC3CC3)nc2n1CC1CCOC1, Cl, CCCCNc1nc(N)c2[nH]c(=O)n(CC3CCOC3)c2n1, [Na+], [OH-], O. Yields the product Nc1nc(OCCC2CC2)nc2c1[nH]c(=O)n2CC1CCOC1. As a reaction SMILES: [CH2:52]1[O:53][CH2:54][CH2:55][O:56][CH2:57]1.[CH3:50][OH:51].[CH:1]1([CH2:4][CH2:5][O:6][c:7]2[n:8][c:9]([NH2:24])[c:10]3[n:11][c:12]([O:22][CH3:23])[n:13]([CH2:16][CH:17]4[CH2:18][O:19][CH2:20][CH2:21]4)[c:14]3[n:15]2)[CH2:2][CH2:3]1.[ClH:47].[NH2:25][c:26]1[n:27][c:28]([NH:29][CH2:30][CH2:31][CH2:32][CH3:33])[n:34][c:35]2[c:36]1[nH:37][c:38](=[O:39])[n:40]2[CH2:41][CH:42]1[CH2:43][CH2:44][O:45][CH2:46]1.[Na+:49].[OH-:48].[OH2:58]>>[CH:1]1([CH2:4][CH2:5][O:6][c:7]2[n:8][c:9]([NH2:24])[c:10]3[nH:11][c:12](=[O:22])[n:13]([CH2:16][CH:17]4[CH2:18][O:19][CH2:20][CH2:21]4)[c:14]3[n:15]2)[CH2:2][CH2:3]1. Starting materials: (4-methoxy)benzyl ethers, ClCCCS(=O)(=O)OCC([C@H](C(=O)O[C@@H](C)C1=CC=CC=C1)OCC1=CC=C(C=C1)OC)(C)C ((1S)-1-Phenylethyl (2R)-4-[(3-chloropropyl)sulfonyloxy]-2-[(4-methoxyphenyl)methoxy]-3,3-dimethylbutanoate), ClC=1C(C(=C(C(C1Cl)=O)C#N)C#N)=O (2,3-dichloro-5,6-dicyano-1,4-benzoquinone). Run in ClCCl (dichloromethane), O (water). The product is ClCCCS(=O)(=O)OCC([C@H](C(=O)O[C@@H](C)C1=CC=CC=C1)O)(C)C ((1S)-1-Phenylethyl (2R)-4-[(3-chloropropyl)sulfonyloxy]-2-hydroxy-3,3-dimethylbutanoate). Isolated yield 93.1%. Reaction SMILES: [Cl:1][CH2:2][CH2:3][CH2:4][S:5]([O:8][CH2:9][C:10]([CH3:34])([CH3:33])[C@@H:11]([O:23]CC1C=CC(OC)=CC=1)[C:12]([O:14][C@H:15]([C:17]1[CH:22]=[CH:21][CH:20]=[CH:19][CH:18]=1)[CH3:16])=[O:13])(=[O:7])=[O:6].ClC1C(=O)C(C#N)=C(C#N)C(=O)C=1Cl>ClCCl.O>[Cl:1][CH2:2][CH2:3][CH2:4][S:5]([O:8][CH2:9][C:10]([CH3:33])([CH3:34])[C@@H:11]([OH:23])[C:12]([O:14][C@H:15]([C:17]1[CH:22]=[CH:21][CH:20]=[CH:19][CH:18]=1)[CH3:16])=[O:13])(=[O:7])=[O:6]. Reported procedure: Following the general procedure for the oxidative cleavage of (4-methoxy)benzyl ethers of Description 19, (1S)-1-phenylethyl (2R)-4-[(3-chloropropyl)sulfonyloxy]-2-[(4-methoxyphenyl)methoxy]-3,3-dimethylbutanoate (35a) (0.42 g, 0.82 mmol), dissolved in a mixture of dichloromethane (DCM) and water (10:1) (3 mL), was treated with 2,3-dichloro-5,6-dicyano-1,4-benzoquinone (DDQ) (220 mg, 0.98 mmol). After work-up, the crude material was purified by silica gel column chromatography using a mixture of...